This data is from the Open Reaction Database (ORD), a public repository of structured organic reaction records. The task is: describe an organic reaction: reactants, conditions, products, and yield Starting materials: CC(C)NC(NN)=S (4-(2-propanyl)-3-thiosemicarbazide), ClC(C(=O)OCC)C(=O)C (ethyl 2-chloroacetoacetate). Procedure: A stirred slurry of 10.5 g (0.079 mole) of 4-(2-propanyl)-3-thiosemicarbazide in 100 mL of tetrahydrofuran under nitrogen atmosphere was treated with 13 g (0.079 mole) of ethyl 2-chloroacetoacetate. After 30 minutes the reaction mixture became suddenly exothermic, turning green-yellow and amorphous sulfur separated. The reaction mixture was stirred at ambient temperature for 2 hr, diluted with water, made acidic with 3N hydrochloric acid and filtered to remove the insoluble sulfur. The filtrate ... Product: Cl.CC1=C(C(=NN1)NC(C)C)C(=O)OCC (5-Methyl-3-[(1-methylethyl)amino]-1H-pyrazole-4-carboxylic acid, ethyl ester, hydrochloride). Solvent: O1CCCC1 (tetrahydrofuran). Yield: 33.7%. As a reaction SMILES: [CH3:1][CH:2]([NH:4][C:5](=S)[NH:6][NH2:7])[CH3:3].[Cl:9][CH:10]([C:16]([CH3:18])=O)[C:11]([O:13][CH2:14][CH3:15])=[O:12]>O1CCCC1>[ClH:9].[CH3:18][C:16]1[NH:7][N:6]=[C:5]([NH:4][CH:2]([CH3:3])[CH3:1])[C:10]=1[C:11]([O:13][CH2:14][CH3:15])=[O:12] |f:3.4|. Run at time 30 minute. Starting materials: C(C1=CC=CC=C1)C=1N=NC2=C(C=CC=C2C1O)C(F)(F)F (3-benzyl-8-trifluoromethyl-cinnolin-4-ol), P(=O)(Br)(Br)Br (POBr3), O (water). Run in CN(C)C=O (DMF). Conditions: time 1 hour. The product is C(C1=CC=CC=C1)C=1N=NC2=C(C=CC=C2C1Br)C(F)(F)F (3-benzyl-4-bromo-8-trifluoromethyl-cinnoline). Yield: 105.2%. As a reaction SMILES: [CH2:1]([C:8]1[N:9]=[N:10][C:11]2[C:16]([C:17]=1O)=[CH:15][CH:14]=[CH:13][C:12]=2[C:19]([F:22])([F:21])[F:20])[C:2]1[CH:7]=[CH:6][CH:5]=[CH:4][CH:3]=1.P(Br)(Br)([Br:25])=O.O>CN(C=O)C>[CH2:1]([C:8]1[N:9]=[N:10][C:11]2[C:16]([C:17]=1[Br:25])=[CH:15][CH:14]=[CH:13][C:12]=2[C:19]([F:22])([F:21])[F:20])[C:2]1[CH:7]=[CH:6][CH:5]=[CH:4][CH:3]=1. Procedure details: A solution of 3-benzyl-8-trifluoromethyl-cinnolin-4-ol (1.6 g, 4.4 mmol) and POBr3 (2.5 g, 8.7 mmol) in DMF (30 ml) was heated to 75° C. After 1 hr, the reaction was cooled and poured into water. The aqueous layer was extracted with EtOAc which was dried (MgSO4) and concentrated to give a solid. The solid was triturated with MeOH and filtered to give 3-benzyl-4-bromo-8-trifluoromethyl-cinnoline (1.7 g). MS (ES) m/z 366.7.